Dataset: the Open Reaction Database (ORD), a public repository of structured organic reaction records. Task: describe an organic reaction: reactants, conditions, products, and yield Reactants: O=C([O-])[O-], CCCCOCCOc1ccc(-c2ccc3c(c2)C=C(C(=O)OC)CCN3Cc2nnn[nH]2)cc1, CCI, CC#N, [K+], [K+]. Product: CCCCOCCOc1ccc(-c2ccc3c(c2)C=C(C(=O)OC)CCN3Cc2nnnn2CC)cc1. Reaction SMILES: [C:36](=[O:37])([O-:38])[O-:39].[CH2:1]([CH2:2][CH2:3][CH3:4])[O:5][CH2:6][CH2:7][O:8][c:9]1[cH:10][cH:11][c:12](-[c:15]2[cH:16][cH:17][c:18]3[c:19]([cH:35]2)[CH:20]=[C:21]([C:31](=[O:32])[O:33][CH3:34])[CH2:22][CH2:23][N:24]3[CH2:25][c:26]2[n:27][n:28][n:29][nH:30]2)[cH:13][cH:14]1.[CH2:42]([CH3:43])[I:44].[CH3:45][C:46]#[N:47].[K+:40].[K+:41]>>[CH2:1]([CH2:2][CH2:3][CH3:4])[O:5][CH2:6][CH2:7][O:8][c:9]1[cH:10][cH:11][c:12](-[c:15]2[cH:16][cH:17][c:18]3[c:19]([cH:35]2)[CH:20]=[C:21]([C:31](=[O:32])[O:33][CH3:34])[CH2:22][CH2:23][N:24]3[CH2:25][c:26]2[n:27][n:28][n:29][n:30]2[CH2:42][CH3:43])[cH:13][cH:14]1. Starting materials: COC(=O)C=1C=CC2=C(SC=C2)C1O (7-Hydroxy-benzo[b]thiophene-6-carboxylic acid methyl ester), C([O-])([O-])=O.[Cs+].[Cs+] (cesium carbonate), BrCC1=CC=C(C=C1)C(F)(F)F (1-bromomethyl-4-trifluoromethyl-benzene), [I-].[K+] (potassium iodide). Run in CN(C=O)C (N,N-dimethylformamide), [Cl-].[Na+].O (brine), C(C)(=O)OCC (ethyl acetate). Run at temperature 60 celsius, time 3 hour. The product is COC(=O)C=1C=CC2=C(SC=C2)C1OCC1=CC=C(C=C1)C(F)(F)F (7-(4-trifluoromethyl-benzyloxy)-benzo[b]thiophene-6-carboxylic acid methyl ester). Yield: 92.4%. RXN SMILES: [CH3:1][O:2][C:3]([C:5]1[CH:6]=[CH:7][C:8]2[CH:12]=[CH:11][S:10][C:9]=2[C:13]=1[OH:14])=[O:4].C(=O)([O-])[O-].[Cs+].[Cs+].Br[CH2:22][C:23]1[CH:28]=[CH:27][C:26]([C:29]([F:32])([F:31])[F:30])=[CH:25][CH:24]=1.[I-].[K+]>CN(C)C=O.[Cl-].[Na+].O.C(OCC)(=O)C>[CH3:1][O:2][C:3]([C:5]1[CH:6]=[CH:7][C:8]2[CH:12]=[CH:11][S:10][C:9]=2[C:13]=1[O:14][CH2:22][C:23]1[CH:24]=[CH:25][C:26]([C:29]([F:30])([F:31])[F:32])=[CH:27][CH:28]=1)=[O:4] |f:1.2.3,5.6,8.9.10|. Procedure details: 200 mg 7-Hydroxy-benzo[b]thiophene-6-carboxylic acid methyl ester, 313 mg cesium carbonate, 230 mg of 1-bromomethyl-4-trifluoromethyl-benzene and 32 mg potassium iodide were dissolved in 1 ml of N,N-dimethylformamide and stirred for 3 h at 60° C. 10 ml of ethyl acetate and 10 ml of brine were added to the reaction. The organic layer was separated and washed again with 10 ml of brine. It was then dried over sodium sulphate, filtered and concentrated in vacuo to afford 325 mg of 7-(4-trifluorometh... The product is ClC1=CC=C(C=C1)C=1C(NNC(C1C1=CC=NC=C1)=O)=O (4-(4-chlorophenyl)-5-(pyridin-4-yl)-1,2-dihydropyridazine-3,6-dione), powder. Run at temperature 80 celsius, time 30 minute. Procedure: To a solution of 2-benzyl-6-(benzyloxy)-4-(4-chlorophenyl)-5-(pyridin-4-yl)pyridazin-3(2H)-one and 2-benzyl-6-(benzyloxy)-5-(4-chlorophenyl)-4-(pyridin-4-yl)pyridazin-3(2H)-one (2.8 g, 5.8 mmol) in toluene (35 ml) was added AlCl3 (3.1 g, 23.2 mmol). After stirring at 80° C. for 30 min. After this time, the reaction mixture was cooled to RT and 40 ml water was added. A precipitate formed which was subsequently collected by filtration. The title compound, 4-(4-chlorophenyl)-5-(pyridin-4-yl)-1,2-di... Reaction SMILES: C([N:8]1[C:13](=[O:14])[C:12]([C:15]2[CH:20]=[CH:19][C:18]([Cl:21])=[CH:17][CH:16]=2)=[C:11]([C:22]2[CH:27]=[CH:26][N:25]=[CH:24][CH:23]=2)[C:10]([O:28]CC2C=CC=CC=2)=[N:9]1)C1C=CC=CC=1.C(N1C(=O)C(C2C=CN=CC=2)=C(C2C=CC(Cl)=CC=2)C(OCC2C=CC=CC=2)=N1)C1C=CC=CC=1.[Al+3].[Cl-].[Cl-].[Cl-].O>C1(C)C=CC=CC=1>[Cl:21][C:18]1[CH:17]=[CH:16][C:15]([C:12]2[C:13](=[O:14])[NH:8][NH:9][C:10](=[O:28])[C:11]=2[C:22]2[CH:27]=[CH:26][N:25]=[CH:24][CH:23]=2)=[CH:20][CH:19]=1 |f:2.3.4.5|. The solvent is C1(=CC=CC=C1)C (toluene). Starting materials: C(C1=CC=CC=C1)N1N=C(C(=C(C1=O)C1=CC=C(C=C1)Cl)C1=CC=NC=C1)OCC1=CC=CC=C1 (2-benzyl-6-(benzyloxy)-4-(4-chlorophenyl)-5-(pyridin-4-yl)pyridazin-3(2H)-one), C(C1=CC=CC=C1)N1N=C(C(=C(C1=O)C1=CC=NC=C1)C1=CC=C(C=C1)Cl)OCC1=CC=CC=C1 (2-benzyl-6-(benzyloxy)-5-(4-chlorophenyl)-4-(pyridin-4-yl)pyridazin-3(2H)-one), [Al+3].[Cl-].[Cl-].[Cl-] (AlCl3), O (water). Yield: 63.0%. Reactants: COC(C(C1=CC=C(C=C1)OCC1=NC2=CC=CC=C2C=C1)C1CCCCC1)=O (2-cyclohexyl-2-[4-(quinolin-2-yl-methoxy)phenyl]acetic acid methyl ester), [OH-].[Na+] (sodium hydroxide). Run in CO (methanol). Yields the product C1(CCCCC1)C(C(=O)O)C1=CC=C(C=C1)OCC1=NC2=CC=CC=C2C=C1 (2-cyclohexyl-2-[4-(quinolin-2-ylmethoxy)phenyl]acetic acid). RXN SMILES: C[O:2][C:3](=[O:29])[CH:4]([CH:23]1[CH2:28][CH2:27][CH2:26][CH2:25][CH2:24]1)[C:5]1[CH:10]=[CH:9][C:8]([O:11][CH2:12][C:13]2[CH:22]=[CH:21][C:20]3[C:15](=[CH:16][CH:17]=[CH:18][CH:19]=3)[N:14]=2)=[CH:7][CH:6]=1.[OH-].[Na+]>CO>[CH:23]1([CH:4]([C:5]2[CH:10]=[CH:9][C:8]([O:11][CH2:12][C:13]3[CH:22]=[CH:21][C:20]4[C:15](=[CH:16][CH:17]=[CH:18][CH:19]=4)[N:14]=3)=[CH:7][CH:6]=2)[C:3]([OH:29])=[O:2])[CH2:24][CH2:25][CH2:26][CH2:27][CH2:28]1 |f:1.2|. Procedure details: A solution of the above ester and 1N sodium hydroxide (3 ml) in methanol (12 ml) was refluxed at 50° C. for 72 h and then concentrated in vacuo. To the residue was added water (5 ml) and 10% citric acid to pH 3, and the resulting solid was filtered crystallized from methanol to provide 500 mg of 2-cyclohexyl-2-[4-(quinolin-2-ylmethoxy)phenyl]acetic acid. Product: CCCCc1ccc(C#Cc2ccc(CN(Cc3ccc(OCC(=O)O)cc3)C(=O)Nc3ccc(C#N)cc3)cc2)cc1. Reactants: CCCCc1ccc(C#Cc2ccc(CN(Cc3ccc(OCC(=O)OC)cc3)C(=O)Nc3ccc(C#N)cc3)cc2)cc1, C1CCOC1, CO, Cl, [Na+], [OH-]. As a reaction SMILES: [CH2:1]([CH2:2][CH2:3][CH3:4])[c:5]1[cH:6][cH:7][c:8]([C:11]#[C:12][c:13]2[cH:14][cH:15][c:16]([CH2:17][N:18]([C:19](=[O:20])[NH:21][c:22]3[cH:23][cH:24][c:25]([C:28]#[N:29])[cH:26][cH:27]3)[CH2:30][c:31]3[cH:32][cH:33][c:34]([O:35][CH2:36][C:37](=[O:38])[O:39][CH3:40])[cH:41][cH:42]3)[cH:43][cH:44]2)[cH:9][cH:10]1.[CH2:50]1[O:51][CH2:52][CH2:53][CH2:54]1.[CH3:48][OH:49].[ClH:47].[Na+:46].[OH-:45]>>[CH2:1]([CH2:2][CH2:3][CH3:4])[c:5]1[cH:6][cH:7][c:8]([C:11]#[C:12][c:13]2[cH:14][cH:15][c:16]([CH2:17][N:18]([C:19](=[O:20])[NH:21][c:22]3[cH:23][cH:24][c:25]([C:28]#[N:29])[cH:26][cH:27]3)[CH2:30][c:31]3[cH:32][cH:33][c:34]([O:35][CH2:36][C:37](=[O:38])[OH:39])[cH:41][cH:42]3)[cH:43][cH:44]2)[cH:9][cH:10]1.